Dataset: the Open Reaction Database (ORD), a public repository of structured organic reaction records. Task: describe an organic reaction: reactants, conditions, products, and yield Reactants: BrCC(=O)C1=CSC=C1 (2-Bromo-1-(thiophen-3-yl)ethanone), O=C(C(C1=CC=CC=C1)NC1=C(SC=C1)C(=O)OC)O[C@H]1CN2CCC1CC2 (methyl 3-(2-oxo-1-phenyl-2-((R)-quinuclidin-3-yloxy)ethylamino)thiophene-2-carboxylate). Solvent: CCOC(=O)C (EtOAc). Run at time 8 hour. Yields the product [Br-].COC(=O)C=1SC=CC1NC(C(=O)O[C@H]1C[N+]2(CCC1CC2)CC(C2=CSC=C2)=O)C2=CC=CC=C2 ((3R)-3-(2-(2-(methoxycarbonyl)thiophen-3-ylamino)-2-phenylacetoxy)-1-(2-oxo-2-(thiophen-3-yl)ethyl)-1-azoniabicyclo[2.2.2]octane bromide). Isolated yield 61.0%. As a reaction SMILES: [Br:1][CH2:2][C:3]([C:5]1[CH:9]=[CH:8][S:7][CH:6]=1)=[O:4].[O:10]=[C:11]([O:29][C@@H:30]1[CH:35]2[CH2:36][CH2:37][N:32]([CH2:33][CH2:34]2)[CH2:31]1)[CH:12]([NH:19][C:20]1[CH:24]=[CH:23][S:22][C:21]=1[C:25]([O:27][CH3:28])=[O:26])[C:13]1[CH:18]=[CH:17][CH:16]=[CH:15][CH:14]=1>CCOC(C)=O>[Br-:1].[CH3:28][O:27][C:25]([C:21]1[S:22][CH:23]=[CH:24][C:20]=1[NH:19][CH:12]([C:13]1[CH:18]=[CH:17][CH:16]=[CH:15][CH:14]=1)[C:11]([O:29][C@@H:30]1[CH:35]2[CH2:34][CH2:33][N+:32]([CH2:2][C:3](=[O:4])[C:5]3[CH:9]=[CH:8][S:7][CH:6]=3)([CH2:37][CH2:36]2)[CH2:31]1)=[O:10])=[O:26] |f:3.4|. Procedure: 2-Bromo-1-(thiophen-3-yl)ethanone (25.6 mg, 0.12 mmol) was added to a solution of methyl 3-(2-oxo-1-phenyl-2-((R)-quinuclidin-3-yloxy)ethylamino)thiophene-2-carboxylate (C11) (50 mg, 0.12 mmol) in EtOAc (2 ml). The reaction mixture was stirred at room temperature overnight, and then the solvent was evaporated under vacuum. The residue was triturated with Et2O and then purified by preparative HPLC (Eluent: CH3CN/H2O) to obtain (3R)-3-(2-(2-(methoxycarbonyl)thiophen-3-ylamino)-2-phenylacetoxy)-1-(... Reactants: C1(CC1)N1C=C(C(C2=CC(=C(C(=C12)C)N1CC(CC1)CNC(=O)OC(C)(C)C)F)=O)C(=O)O (1-cyclopropyl-7-[3-(t-butoxycarbonylaminomethyl)-1-pyrrolidinyl]-6-fluoro-8-methyl-1,4-dihydro-4-oxoquinoline-3-carboxylic acid), Cl (hydrochloric acid). Solvent: C(C)O (ethanol). Product: Cl.C1(CC1)N1C=C(C(C2=CC(=C(C(=C12)C)N1CC(CC1)CN)F)=O)C(=O)O (1-cyclopropyl-7-(3-aminomethyl-1-pyrrolidinyl)-6-fluoro-8-methyl-1,4-dihydro-4-oxoquinoline-3-carboxylic acid hydrochloride). As a reaction SMILES: [CH:1]1([N:4]2[C:13]3[C:8](=[CH:9][C:10]([F:29])=[C:11]([N:15]4[CH2:19][CH2:18][CH:17]([CH2:20][NH:21]C(OC(C)(C)C)=O)[CH2:16]4)[C:12]=3[CH3:14])[C:7](=[O:30])[C:6]([C:31]([OH:33])=[O:32])=[CH:5]2)[CH2:3][CH2:2]1.[ClH:34]>C(O)C>[ClH:34].[CH:1]1([N:4]2[C:13]3[C:8](=[CH:9][C:10]([F:29])=[C:11]([N:15]4[CH2:19][CH2:18][CH:17]([CH2:20][NH2:21])[CH2:16]4)[C:12]=3[CH3:14])[C:7](=[O:30])[C:6]([C:31]([OH:33])=[O:32])=[CH:5]2)[CH2:3][CH2:2]1 |f:3.4|. Reported procedure: To 1-cyclopropyl-7-[3-(t-butoxycarbonylaminomethyl)-1-pyrrolidinyl]-6-fluoro-8-methyl-1,4-dihydro-4-oxoquinoline-3-carboxylic acid (0.1 g) are added 10% hydrochloric acid (4 ml) and ethanol (2 ml), and the mixture is reacted at 70° C. for 10 minutes. After concentrating, the resulting residue is crystallized by adding thereto diethyl ether and then recrystallized from ethyl acetate-methanol to give 1-cyclopropyl-7-(3-aminomethyl-1-pyrrolidinyl)-6-fluoro-8-methyl-1,4-dihydro-4-oxoquinoline-3-carb...